describe an organic reaction: reactants, conditions, products, and yield From a dataset of the Open Reaction Database (ORD), a public repository of structured organic reaction records. Reactants: COCCN1CCNCC1, CSC1=NC(=O)C(=Cc2ccc3c(cnn3Cc3ccc(C(F)(F)F)cc3C(F)(F)F)c2)S1. The product is COCCN1CCN(C2=NC(=O)C(=Cc3ccc4c(cnn4Cc4ccc(C(F)(F)F)cc4C(F)(F)F)c3)S2)CC1. As a reaction SMILES: [CH3:34][O:35][CH2:36][CH2:37][N:38]1[CH2:39][CH2:40][NH:41][CH2:42][CH2:43]1.[F:1][C:2]([c:3]1[c:4]([CH2:5][n:6]2[n:7][cH:8][c:9]3[cH:10][c:11]([CH:15]=[C:16]4[C:17](=[O:23])[N:18]=[C:19]([S:21][CH3:22])[S:20]4)[cH:12][cH:13][c:14]23)[cH:24][cH:25][c:26]([C:28]([F:29])([F:30])[F:31])[cH:27]1)([F:32])[F:33]>>[F:1][C:2]([c:3]1[c:4]([CH2:5][n:6]2[n:7][cH:8][c:9]3[cH:10][c:11]([CH:15]=[C:16]4[C:17](=[O:23])[N:18]=[C:19]([N:41]5[CH2:40][CH2:39][N:38]([CH2:37][CH2:36][O:35][CH3:34])[CH2:43][CH2:42]5)[S:20]4)[cH:12][cH:13][c:14]23)[cH:24][cH:25][c:26]([C:28]([F:29])([F:30])[F:31])[cH:27]1)([F:32])[F:33]. Starting materials: [OH-].[Li+] (lithium hydroxide), C1N(CCC2=CC=CC=C12)C(=O)Cl (3,4-dihydro-1H-isoquinoline-2-carbonyl chloride), C(C)OC(=O)[C@@]12NC([C@@H]3C[C@H](CN3C([C@H](CCCCCC=C[C@@H]2C1)NC(=O)OC(C)(C)C)=O)N)=O ((1S,4R,6S,14S,18R)-18-amino-14-tert-butoxycarbonylamino-2,15-dioxo-3,16-diaza-tricyclo[14.3.0.04,6]nonadec-7-ene-4-carboxylic acid ethyl ester), CCN(C(C)C)C(C)C (DIEA). The reagents and catalysts are O (water), CN(C)C=1C=CN=CC1 (DMAP). Run in C(Cl)Cl (methylene chloride), CO (methanol), C(Cl)Cl (methylene chloride). Reaction conditions: time 5 hour. Yields the product C(C)(C)(C)OC(=O)N[C@H]1CCCCCC=C[C@@H]2C[C@]2(NC([C@@H]2C[C@H](CN2C1=O)NC(=O)N1CC2=CC=CC=C2CC1)=O)C(=O)O ((1S,4R,6S,14S,18R)-14-tert-butoxycarbonylamino-18-[(3,4-dihydro-1H-isoquinoline-2-carbonyl)-amino]-2,15-dioxo-3,16-diaza-tricyclo[14.3.0.04,6]nonadec-7-ene-4-carboxylic acid). As a reaction SMILES: [CH2:1]1[C:10]2[C:5](=[CH:6][CH:7]=[CH:8][CH:9]=2)[CH2:4][CH2:3][N:2]1[C:11](Cl)=[O:12].C([O:16][C:17]([C@@:19]12[CH2:37][C@H:36]1[CH:35]=[CH:34][CH2:33][CH2:32][CH2:31][CH2:30][CH2:29][C@H:28]([NH:38][C:39]([O:41][C:42]([CH3:45])([CH3:44])[CH3:43])=[O:40])[C:27](=[O:46])[N:26]1[C@@H:22]([CH2:23][C@@H:24]([NH2:47])[CH2:25]1)[C:21](=[O:48])[NH:20]2)=[O:18])C.CCN(C(C)C)C(C)C.[OH-].[Li+]>CN(C1C=CN=CC=1)C.C(Cl)Cl.CO.O>[C:42]([O:41][C:39]([NH:38][C@@H:28]1[C:27](=[O:46])[N:26]2[C@@H:22]([CH2:23][C@@H:24]([NH:47][C:11]([N:2]3[CH2:3][CH2:4][C:5]4[C:10](=[CH:9][CH:8]=[CH:7][CH:6]=4)[CH2:1]3)=[O:12])[CH2:25]2)[C:21](=[O:48])[NH:20][C@@:19]2([C:17]([OH:18])=[O:16])[C@@H:36]([CH2:37]2)[CH:35]=[CH:34][CH2:33][CH2:32][CH2:31][CH2:30][CH2:29]1)=[O:40])([CH3:45])([CH3:43])[CH3:44] |f:3.4|. Procedure details: A solution of 3,4-dihydro-1H-isoquinoline-2-carbonyl chloride (0.030 g, 0.152 mmol), (1S,4R,6S,14S,18R)-18-amino-14-tert-butoxycarbonylamino-2,15-dioxo-3,16-diaza-tricyclo[14.3.0.04,6]nonadec-7-ene-4-carboxylic acid ethyl ester (0.025 g, 0.050 mmol), DIEA (0.027 ml, 0.153 mmol) and a catalytic amount of DMAP were stirred together in methylene chloride (0.3 ml) for 18 h. The reaction was placed onto silica gel and the product eluted with 40% acetone/hexanes and isolated as a white solid. The soli... Reactants: [N+](=O)([O-])C1=CC=C(CBr)C=C1 (4-nitrobenzylbromide), N1CCOCC1 (morpholine), O (water). Run in C1CCOC1 (THF). Run at time 15 hour. Yields the product [N+](=O)([O-])C1=CC=C(CN2CCOCC2)C=C1 (4-(4-nitrobenzyl)morpholine). As a reaction SMILES: [N+:1]([C:4]1[CH:11]=[CH:10][C:7]([CH2:8]Br)=[CH:6][CH:5]=1)([O-:3])=[O:2].[NH:12]1[CH2:17][CH2:16][O:15][CH2:14][CH2:13]1.O>C1COCC1>[N+:1]([C:4]1[CH:11]=[CH:10][C:7]([CH2:8][N:12]2[CH2:17][CH2:16][O:15][CH2:14][CH2:13]2)=[CH:6][CH:5]=1)([O-:3])=[O:2]. Reported procedure: In THF (250 ml) was dissolved 4-nitrobenzylbromide (25.0 g), and to the mixture was added morpholine (25.2 ml) at 0° C. The reaction mixture was stirred for 15 hours at room temperature. To the mixture was added water (500 ml) and the mixture was extracted with ethyl acetate. The organic layer was washed with saturated sodium chloride solution, dried with anhydrous sodium sulfate and concentrated under reduced pressure. The residue was separated and purified with column chromatography (ethyl ace... Reactants: CCOC(=O)Cn1cc(C=C(C#N)C(=O)Nc2ccccc2)c2ccccc21, C1CCOC1, [Na+], [OH-], O. Product: N#CC(=Cc1cn(CC(=O)O)c2ccccc12)C(=O)Nc1ccccc1. RXN SMILES: [C:1](#[N:2])[C:3](=[CH:4][c:5]1[cH:6][n:7]([CH2:14][C:15](=[O:16])[O:17][CH2:18][CH3:19])[c:8]2[cH:9][cH:10][cH:11][cH:12][c:13]12)[C:20]([NH:21][c:22]1[cH:23][cH:24][cH:25][cH:26][cH:27]1)=[O:28].[CH2:31]1[O:32][CH2:33][CH2:34][CH2:35]1.[Na+:30].[OH-:29].[OH2:36]>>[C:1](#[N:2])[C:3](=[CH:4][c:5]1[cH:6][n:7]([CH2:14][C:15](=[O:16])[OH:17])[c:8]2[cH:9][cH:10][cH:11][cH:12][c:13]12)[C:20]([NH:21][c:22]1[cH:23][cH:24][cH:25][cH:26][cH:27]1)=[O:28].